Dataset: the Open Reaction Database (ORD), a public repository of structured organic reaction records. Task: describe an organic reaction: reactants, conditions, products, and yield Reactants: NC=1C=CC(=C(C1)[C@]1(N=C(OC[C@@H]1F)N)C)F ((4R,5R)-4-(5-amino-2-fluoro-phenyl)-5-fluoro-4-methyl-5,6-dihydro-4H-[1,3]oxazin-2-ylamine), FCOC=1N=CC(=NC1)C(=O)O (5-fluoromethoxy-pyrazine-2-carboxylic acid). Yields the product NC=1OC[C@@H]([C@@](N1)(C)C=1C=C(C=CC1F)NC(=O)C1=NC=C(N=C1)OCF)F (5-Fluoromethoxy-pyrazine-2-carboxylic acid [3-((4R,5R)-2-amino-5-fluoro-4-methyl-5,6-dihydro-4H-[1,3]oxazin-4-yl)-4-fluoro-phenyl]-amide). Reaction SMILES: [NH2:1][C:2]1[CH:3]=[CH:4][C:5]([F:17])=[C:6]([C@:8]2([CH3:16])[C@@H:13]([F:14])[CH2:12][O:11][C:10]([NH2:15])=[N:9]2)[CH:7]=1.[F:18][CH2:19][O:20][C:21]1[N:22]=[CH:23][C:24]([C:27](O)=[O:28])=[N:25][CH:26]=1>>[NH2:15][C:10]1[O:11][CH2:12][C@H:13]([F:14])[C@:8]([C:6]2[CH:7]=[C:2]([NH:1][C:27]([C:24]3[CH:23]=[N:22][C:21]([O:20][CH2:19][F:18])=[CH:26][N:25]=3)=[O:28])[CH:3]=[CH:4][C:5]=2[F:17])([CH3:16])[N:9]=1. Procedure details: The condensation of (4R,5R)-4-(5-amino-2-fluoro-phenyl)-5-fluoro-4-methyl-5,6-dihydro-4H-[1,3]oxazin-2-ylamine (intermediate A8.2) and 5-fluoromethoxy-pyrazine-2-carboxylic acid (CAS 1174321-00-6) following procedure I yielded the title compound as a white foam. MS (ISP): m/z=396.2 [M+H]+. The reactants are [Li]C(C)(C)C, C1CCOC1, CI, COc1ccc2c(C3OCCO3)coc2c1. Product: COc1ccc2c(C3OCCO3)c(C)oc2c1. Reaction SMILES: [C:17]([Li:18])([CH3:19])([CH3:20])[CH3:21].[CH2:24]1[O:25][CH2:26][CH2:27][CH2:28]1.[I:22][CH3:23].[O:1]1[CH:2]([c:6]2[cH:7][o:8][c:9]3[c:10]2[cH:11][cH:12][c:13]([O:15][CH3:16])[cH:14]3)[O:3][CH2:4][CH2:5]1>>[O:1]1[CH:2]([c:6]2[c:7]([CH3:17])[o:8][c:9]3[c:10]2[cH:11][cH:12][c:13]([O:15][CH3:16])[cH:14]3)[O:3][CH2:4][CH2:5]1.